Dataset: the Open Reaction Database (ORD), a public repository of structured organic reaction records. Task: describe an organic reaction: reactants, conditions, products, and yield The reactants are C(C(=O)[O-])(=O)[O-].[NH4+].[NH4+] (ammonium oxalate), [N+](=O)([O-])[O-].[Co+2].[N+](=O)([O-])[O-] (cobalt nitrate), [Cl-].[Y+3].[Cl-].[Cl-] (yttrium chloride), C(C(=O)[O-])(=O)[O-].[NH4+].[NH4+] (ammonium oxalate), [Cl-].[Y+3].[Cl-].[Cl-] (yttrium chloride), [N+](=O)([O-])[O-].[Co+2].[N+](=O)([O-])[O-] (cobalt nitrate). Conditions: temperature 60 celsius. The product is C(C(=O)[O-])(=O)[O-].[Co+2] (cobalt oxalate), C(C(=O)[O-])(=O)[O-].[Y+3].C(C(=O)[O-])(=O)[O-].C(C(=O)[O-])(=O)[O-].[Y+3] (yttrium oxalate). Reaction SMILES: [N+]([O-])([O-])=O.[Co+2:5].[N+]([O-])([O-])=O.[Cl-].[Y+3:11].[Cl-].[Cl-].[C:14]([O-:19])(=[O:18])[C:15]([O-:17])=[O:16].[NH4+].[NH4+]>>[C:14]([O-:19])(=[O:18])[C:15]([O-:17])=[O:16].[Co+2:5].[C:14]([O-:19])(=[O:18])[C:15]([O-:17])=[O:16].[Y+3:11].[C:14]([O-:19])(=[O:18])[C:15]([O-:17])=[O:16].[C:14]([O-:19])(=[O:18])[C:15]([O-:17])=[O:16].[Y+3:11] |f:0.1.2,3.4.5.6,7.8.9,10.11,12.13.14.15.16|. Reported procedure: A solution of cobalt nitrate having a gravity of 1.30 g/cm3 was mixed homogeneously with a solution of yttrium chloride having a concentration of 67 g/l in a volume proportion of 520:1. The mixed solution was heated to 60° C. A solution of ammonium oxalate having a gravity of 1.06 g/cm3 and a pH 2.5 was added while stirring. The quantity of ammonium oxalate added was 1.5 mole equivalent per mole equivalent of cobalt nitrate and yttrium chloride. The precipitate of cobalt oxalate and yttrium oxal...